This data is from the Open Reaction Database (ORD), a public repository of structured organic reaction records. The task is: describe an organic reaction: reactants, conditions, products, and yield Starting materials: ClC=1C=CC(=NC1)NC(=O)C1=C(C2=NC(=CC=C2O1)NC(OC(C)(C)C)=O)NC(=O)[C@@H]1CC[C@H](CC1)N1C(COCC1)=O (t-Butyl [2-{[(5-chloropyridin-2-yl)amino]carbonyl}-3-({[trans-4-(3-oxomorpholin-4-yl)cyclohexyl]carbonyl}amino)furo[3,2-b]pyridin-5-yl]carbamate), Cl.O1CCOCC1 (hydrogen chloride dioxane). Run in CO (methanol). Run at time 8 hour. Product: Cl.NC1=CC=C2C(=N1)C(=C(O2)C(=O)NC2=NC=C(C=C2)Cl)NC(=O)[C@@H]2CC[C@H](CC2)N2C(COCC2)=O (5-Amino-N-(5-chloropyridin-2-yl)-3-({[trans-4-(3-oxomorpholin-4-yl)cyclohexyl]carbonyl}amino)furo[3,2-b]pyridine-2-carboxamide hydrochloride). The yield is 187.8%. As a reaction SMILES: [Cl:1][C:2]1[CH:3]=[CH:4][C:5]([NH:8][C:9]([C:11]2[O:19][C:18]3[C:13](=[N:14][C:15]([NH:20]C(=O)OC(C)(C)C)=[CH:16][CH:17]=3)[C:12]=2[NH:28][C:29]([C@H:31]2[CH2:36][CH2:35][C@H:34]([N:37]3[CH2:42][CH2:41][O:40][CH2:39][C:38]3=[O:43])[CH2:33][CH2:32]2)=[O:30])=[O:10])=[N:6][CH:7]=1.Cl.O1CCOCC1>CO>[ClH:1].[NH2:20][C:15]1[N:14]=[C:13]2[C:12]([NH:28][C:29]([C@H:31]3[CH2:36][CH2:35][C@H:34]([N:37]4[CH2:42][CH2:41][O:40][CH2:39][C:38]4=[O:43])[CH2:33][CH2:32]3)=[O:30])=[C:11]([C:9]([NH:8][C:5]3[CH:4]=[CH:3][C:2]([Cl:1])=[CH:7][N:6]=3)=[O:10])[O:19][C:18]2=[CH:17][CH:16]=1 |f:1.2,4.5|. Reported procedure: t-Butyl [2-{[(5-Chloropyridin-2-yl)amino]carbonyl}-3-({[trans-4-(3-oxomorpholin-4-yl)cyclohexyl]carbonyl}amino)furo[3,2-b]pyridin-5-yl]carbamate (5.55 g) obtained in Example 94 is suspended in methanol (20 ml), and thereto is added 4N hydrogen chloride-dioxane solution (50 ml) under ice-cooling. The mixture is stirred at room temperature for 8 hours. The reaction solution is concentrated under reduced pressure and the resulting residue is suspended in diethyl ether. The precipitates are collecte... The reactants are CN1C=C(C2=CC=CC=C21)C3=C(C(=O)N(C3=O)C)OC (IM-8), C(C)(=O)OCC (ethyl acetate), [Na+].[I-] (NaI). Product: CCCOC1=C(C(=O)N(C1=O)C)C2=CN(C3=CC=CC=C32)C (IM-9). RXN SMILES: [CH3:1][N:2]1[C:10]2[C:5](=[CH:6][CH:7]=[CH:8][CH:9]=2)[C:4]([C:11]2[C:16](=[O:17])[N:15]([CH3:18])[C:13](=[O:14])[C:12]=2[O:19][CH3:20])=[CH:3]1.[Na+].[I-].[C:23](OCC)(=O)[CH3:24]>>[CH3:23][CH2:24][CH2:20][O:19][C:12]1[C:13](=[O:14])[N:15]([CH3:18])[C:16](=[O:17])[C:11]=1[C:4]1[C:5]2[C:10](=[CH:9][CH:8]=[CH:7][CH:6]=2)[N:2]([CH3:1])[CH:3]=1 |f:1.2|. Reported procedure: Into ethyl acetate was dissolved IM-8 (42 g) which was obtained as described above. NaI (42.5 g) was added. This mixture was refluxed for three hours. The reaction mixture was concentrated, and then refined with silica gel column chromatography (ethyl acetate/hexane) to obtain 36.3 g of IM-9. The reactants are O=C(O)c1ncc(Br)cn1, CC(C)(C)OC(=O)NC1=NC(C)(c2cc(N)cc(Br)c2)COC1, ClCCCl, CCN(C(C)C)C(C)C, ClCCl, On1nnc2ccccc21. Product: CC(C)(C)OC(=O)NC1=NC(C)(c2cc(Br)cc(NC(=O)c3ncc(Br)cn3)c2)COC1. As a reaction SMILES: [Br:24][c:25]1[cH:26][n:27][c:28]([C:31](=[O:32])[OH:33])[n:29][cH:30]1.[C:1]([CH3:2])([CH3:3])([CH3:4])[O:5][C:6]([NH:7][C:8]1=[N:13][C:12]([CH3:14])([c:15]2[cH:16][c:17]([NH2:22])[cH:18][c:19]([Br:21])[cH:20]2)[CH2:11][O:10][CH2:9]1)=[O:23].[CH2:53]([Cl:54])[CH2:55][Cl:56].[CH:44]([N:45]([CH2:46][CH3:47])[CH:48]([CH3:49])[CH3:50])([CH3:51])[CH3:52].[Cl:57][CH2:58][Cl:59].[OH:34][n:35]1[c:36]2[c:37]([cH:38][cH:39][cH:40][cH:41]2)[n:42][n:43]1>>[C:1]([CH3:2])([CH3:3])([CH3:4])[O:5][C:6]([NH:7][C:8]1=[N:13][C:12]([CH3:14])([c:15]2[cH:16][c:17]([NH:22][C:31]([c:28]3[n:27][cH:26][c:25]([Br:24])[cH:30][n:29]3)=[O:32])[cH:18][c:19]([Br:21])[cH:20]2)[CH2:11][O:10][CH2:9]1)=[O:23]. Starting materials: [BH-](OC(=O)C)(OC(=O)C)OC(=O)C.[Na+] (NaBH(OAc)3), [OH-].[Na+] (NaOH), CC=1C=CC=C2C=CC=C(C12)C=O (8-methyl-naphthalene-1-carbaldehyde), FC1=CC=C(C=C1)N1CNC(C12CCNCC2)=O (1-(4-fluoro-phenyl)-1,3,8-triaza-spiro[4.5]decan-4-one). Solvent: CC(=O)O (HOAc), C(C)OCC (diethyl ether), C(Cl)Cl (CH2Cl2), C(Cl)Cl (CH2Cl2). Run at temperature 50 celsius, time 20 minute. Product: FC1=CC=C(C=C1)N1CNC(C12CCN(CC2)CC2=CC=CC1=CC=CC(=C21)C)=O (1-(4-fluoro-phenyl)-8-(8-methyl-naphthalen-1-ylmethyl)-1,3,8-triaza-spiro[4.5]-decan-4-one). As a reaction SMILES: [CH3:1][C:2]1[CH:3]=[CH:4][CH:5]=[C:6]2[C:11]=1[C:10]([CH:12]=O)=[CH:9][CH:8]=[CH:7]2.[F:14][C:15]1[CH:20]=[CH:19][C:18]([N:21]2[C:25]3([CH2:30][CH2:29][NH:28][CH2:27][CH2:26]3)[C:24](=[O:31])[NH:23][CH2:22]2)=[CH:17][CH:16]=1.[BH-](OC(C)=O)(OC(C)=O)OC(C)=O.[Na+].[OH-].[Na+]>C(Cl)Cl.C(OCC)C.CC(O)=O>[F:14][C:15]1[CH:20]=[CH:19][C:18]([N:21]2[C:25]3([CH2:26][CH2:27][N:28]([CH2:12][C:10]4[C:11]5[C:6](=[CH:5][CH:4]=[CH:3][C:2]=5[CH3:1])[CH:7]=[CH:8][CH:9]=4)[CH2:29][CH2:30]3)[C:24](=[O:31])[NH:23][CH2:22]2)=[CH:17][CH:16]=1 |f:2.3,4.5|. Reported procedure: A 1-L 3-neck flask equipped with an overhead stirrer and a thermocouple was charged with 8-methyl-naphthalene-1-carbaldehyde (13.75 g, 0.08 mol) and 1-(4-fluoro-phenyl)-1,3,8-triaza-spiro[4.5]decan-4-one (21.5 g, 0.085 mol) under N2 in CH2Cl2 (500 mL). After stirring for 20 min, HOAc (1 mL) was added followed by careful addition of solid NaBH(OAc)3 (33.4 g, 0.157 mol). The mixture was stirred for 16 h at room temperature (suspension becomes a solution). The reaction was then warmed at 50° C. for... Starting materials: CCOCC, COC(=O)CNC(=O)OC(C)(C)C, CCO, NN. The product is CC(C)(C)OC(=O)NCC(=O)NN. Reaction SMILES: [CH3:16][CH2:17][O:18][CH2:19][CH3:20].[CH3:1][O:2][C:3]([CH2:4][NH:5][C:6](=[O:7])[O:8][C:9]([CH3:10])([CH3:11])[CH3:12])=[O:13].[CH3:21][CH2:22][OH:23].[NH2:14][NH2:15]>>[O:2]=[C:3]([CH2:4][NH:5][C:6](=[O:7])[O:8][C:9]([CH3:10])([CH3:11])[CH3:12])[NH:14][NH2:15].